From a dataset of the Open Reaction Database (ORD), a public repository of structured organic reaction records. describe an organic reaction: reactants, conditions, products, and yield The reactants are CC(C)(C)OC(=O)NCCC(O)CO[Si](C)(C)C(C)(C)C, ClCCl. The product is CC(C)(C)OC(=O)NCCC(=O)CO[Si](C)(C)C(C)(C)C. As a reaction SMILES: [C:1]([CH3:2])([CH3:3])([CH3:4])[O:5][C:6]([NH:7][CH2:8][CH2:9][CH:10]([CH2:11][O:12][Si:13]([CH3:14])([CH3:15])[C:16]([CH3:17])([CH3:18])[CH3:19])[OH:20])=[O:21].[Cl:22][CH2:23][Cl:24]>>[C:1]([CH3:2])([CH3:3])([CH3:4])[O:5][C:6]([NH:7][CH2:8][CH2:9][C:10]([CH2:11][O:12][Si:13]([CH3:14])([CH3:15])[C:16]([CH3:17])([CH3:18])[CH3:19])=[O:20])=[O:21]. Starting materials: 18.9, ClC1=CC2=C(OC3=C(CN2)C=CC=C3)C=C1 (8-chloro-10,11-dihydrodibenz[b,f][1,4]oxazepine), C(=O)(Cl)Cl (phosgene), C1(=CC=CC=C1)C (toluene). The solvent is CCOCC (ether), C(C)N(CC)CC (triethylamine), CCOCC (ether). Reaction conditions: time 2 hour. Product: ClC1=CC2=C(OC3=C(CN2C(=O)Cl)C=CC=C3)C=C1 (8-chlorodibenz[b,f][1,4]-oxazepine-10(11H)-carbonyl chloride). As a reaction SMILES: [C:1]([Cl:4])(Cl)=[O:2].C1(C)C=CC=CC=1.[Cl:12][C:13]1[CH:27]=[CH:26][C:16]2[O:17][C:18]3[CH:25]=[CH:24][CH:23]=[CH:22][C:19]=3[CH2:20][NH:21][C:15]=2[CH:14]=1>CCOCC.C(N(CC)CC)C>[Cl:12][C:13]1[CH:27]=[CH:26][C:16]2[O:17][C:18]3[CH:25]=[CH:24][CH:23]=[CH:22][C:19]=3[CH2:20][N:21]([C:1]([Cl:4])=[O:2])[C:15]=2[CH:14]=1. Procedure: 13 parts of phosgene in 45 parts of toluene was stirred for 2 hours at 5°-10° C., and then 70 parts of ether was added. This was followed by the addition of a solution of 18.9 parts of 8-chloro-10,11-dihydrodibenz[b,f][1,4]oxazepine and 7.2 parts of triethylamine in 140 parts of ether. After the addition was complete, the mixture was stirred for 2 hours, and then was filtered. The solvent was then evaporated from the filtrate. The resulting residue was then dissolved in 200 parts by volume of ho... Starting materials: C(\C=C\C(=O)[O-])(=O)[O-] (fumarate), NC1=CC(=C(C(=O)NC2CCN(CC2)CC2CCN(CC2)C(=O)[C@H]2OCCC2)C=C1Cl)OC ((S)-4-amino-5-chloro-2-methoxy-N-[1-[1-(2-tetrahydrofurylcarbonyl)-4-piperidinylmethyl]-4-piperidinyl]benzamide). The product is NC1=CC(=C(C(=O)NC2CCN(CC2)CC2CCN(CC2)C(=O)[C@@H]2OCCC2)C=C1Cl)OC ((R)-4-amino-5-chloro-2-methoxy-N-[1-[1-(2-tetrahydrofurylcarbonyl)-4-piperidinyl-methyl]-4-piperidinyl]benzamide). RXN SMILES: C([O-])(=O)/C=C/C([O-])=O.[NH2:9][C:10]1[C:38]([Cl:39])=[CH:37][C:13]([C:14]([NH:16][CH:17]2[CH2:22][CH2:21][N:20]([CH2:23][CH:24]3[CH2:29][CH2:28][N:27]([C:30]([C@@H:32]4[CH2:36][CH2:35][CH2:34][O:33]4)=[O:31])[CH2:26][CH2:25]3)[CH2:19][CH2:18]2)=[O:15])=[C:12]([O:40][CH3:41])[CH:11]=1>>[NH2:9][C:10]1[C:38]([Cl:39])=[CH:37][C:13]([C:14]([NH:16][CH:17]2[CH2:18][CH2:19][N:20]([CH2:23][CH:24]3[CH2:25][CH2:26][N:27]([C:30]([C@H:32]4[CH2:36][CH2:35][CH2:34][O:33]4)=[O:31])[CH2:28][CH2:29]3)[CH2:21][CH2:22]2)=[O:15])=[C:12]([O:40][CH3:41])[CH:11]=1. Procedure: fumarate (an enantiomer of Compound 2) The reactants are O1S(NC(C2=C1C=CC=C2)=O)=O (1,2,3-benzoxthiazin-4-(3H)-one 2-oxide), ClC(Cl)(Cl)S (perchloromethyl mercaptan). The solvent is C(Cl)Cl (methylene chloride). Conditions: time 1 hour. Product: ClC(SN1S(OC2=C(C1=O)C=CC=C2)=O)(Cl)Cl (3-(trichloromethylthio)-1,2,3-benzoxathiazin-4-(3H)-one 2-oxide). Isolated yield 40.1%. Reaction SMILES: [O:1]1[C:6]2[CH:7]=[CH:8][CH:9]=[CH:10][C:5]=2[C:4](=[O:11])[NH:3][S:2]1=[O:12].[Cl:13][C:14]([SH:17])([Cl:16])[Cl:15]>C(Cl)Cl>[Cl:13][C:14]([Cl:16])([Cl:15])[S:17][N:3]1[C:4](=[O:11])[C:5]2[CH:10]=[CH:9][CH:8]=[CH:7][C:6]=2[O:1][S:2]1=[O:12]. Procedure details: A 300-ml flask equipped with a stirrer and thermomether was charged with 5.0 g (0.03 mol) of 1,2,3-benzoxthiazin-4-(3H)-one 2-oxide, 5.3 g (0.03 mol) of perchloromethyl mercaptan, 3.1 g (0.03 mol) of thiethylamine and 150 ml of methylene chloride. The resulting mixture was stirred at ambient temperature for 1 hour. At the end of this time, the reaction mixture was filtered and washed 3 times with equal amounts of water. After drying, the solvent was removed by evaporation. The crude product was ... Starting materials: COC(=O)Cc1ccc(Nc2ccncc2[N+](=O)[O-])cc1, CO, ClCCl. The product is COC(=O)Cc1ccc(Nc2ccncc2N)cc1. As a reaction SMILES: [CH3:1][O:2][C:3]([CH2:4][c:5]1[cH:6][cH:7][c:8]([NH:11][c:12]2[c:13]([N+:18]([O-:19])=[O:20])[cH:14][n:15][cH:16][cH:17]2)[cH:9][cH:10]1)=[O:21].[CH3:22][OH:23].[Cl:24][CH2:25][Cl:26]>>[CH3:1][O:2][C:3]([CH2:4][c:5]1[cH:6][cH:7][c:8]([NH:11][c:12]2[c:13]([NH2:18])[cH:14][n:15][cH:16][cH:17]2)[cH:9][cH:10]1)=[O:21]. Reactants: C1CCOC1, Cl, Fc1cc(C2OCCCO2)ccc1-c1nc2ccc(C3(c4ccccc4)CC3)cc2s1. The product is O=Cc1ccc(-c2nc3ccc(C4(c5ccccc5)CC4)cc3s2)c(F)c1. Reaction SMILES: [CH2:33]1[O:34][CH2:35][CH2:36][CH2:37]1.[ClH:32].[O:1]1[CH:2]([c:7]2[cH:8][c:9]([F:31])[c:10](-[c:13]3[s:14][c:15]4[c:16]([n:17]3)[cH:18][cH:19][c:20]([C:22]3([c:25]5[cH:26][cH:27][cH:28][cH:29][cH:30]5)[CH2:23][CH2:24]3)[cH:21]4)[cH:11][cH:12]2)[O:6][CH2:5][CH2:4][CH2:3]1>>[O:1]=[CH:2][c:7]1[cH:8][c:9]([F:31])[c:10](-[c:13]2[s:14][c:15]3[c:16]([n:17]2)[cH:18][cH:19][c:20]([C:22]2([c:25]4[cH:26][cH:27][cH:28][cH:29][cH:30]4)[CH2:23][CH2:24]2)[cH:21]3)[cH:11][cH:12]1.